This data is from the Open Reaction Database (ORD), a public repository of structured organic reaction records. The task is: describe an organic reaction: reactants, conditions, products, and yield The reactants are CCOC(=O)C(C)(C)S(=O)(=O)c1ccc(C(F)(F)F)cc1, C1CCOC1, [Li+], [OH-], O, O, O. Product: CC(C)(C(=O)O)S(=O)(=O)c1ccc(C(F)(F)F)cc1. As a reaction SMILES: [CH2:1]([CH3:2])[O:3][C:4]([C:5]([CH3:6])([S:7](=[O:8])(=[O:9])[c:10]1[cH:11][cH:12][c:13]([C:16]([F:17])([F:18])[F:19])[cH:14][cH:15]1)[CH3:20])=[O:21].[CH2:25]1[O:26][CH2:27][CH2:28][CH2:29]1.[Li+:24].[OH-:23].[OH2:22].[OH2:30].[OH2:31]>>[O:3]=[C:4]([C:5]([CH3:6])([S:7](=[O:8])(=[O:9])[c:10]1[cH:11][cH:12][c:13]([C:16]([F:17])([F:18])[F:19])[cH:14][cH:15]1)[CH3:20])[OH:21]. The product is CN(C)C=NC=1N(C=CN1)CC=C (2-(dimethylaminomethylene)amino-1-(2-propenyl)imidazole). Reaction conditions: time 30 minute. The reactants are O (Water), CC(C)([O-])C.[K+] (Potassium t-butoxide), BrCC=C (3-bromo-1-propene), CN(C)C=NC=1NC=CN1 (2-(dimethylaminomethylene)aminoimidazole). Yield: 120.2%. Reaction SMILES: [CH3:1][C:2]([CH3:5])([O-])C.[K+].BrCC=C.[CH3:11][N:12]([CH:14]=[N:15][C:16]1[NH:17][CH:18]=[CH:19][N:20]=1)[CH3:13].O>CN(C=O)C>[CH3:11][N:12]([CH:14]=[N:15][C:16]1[N:17]([CH2:1][CH:2]=[CH2:5])[CH:18]=[CH:19][N:20]=1)[CH3:13] |f:0.1|. Procedure details: Potassium t-butoxide (0.37 g) and 3-bromo-1-propene (0.3 ml) were added to a solution of 2-(dimethylaminomethylene)aminoimidazole (0.2 g) in DMF (3 ml) under ice-cooling. After warming to room temperature, the mixture was stirred for 30 minutes. Water was added to the reaction mixture, and the product was extracted with chloroform. The extract was dried over anhydrous magnesium sulfate, and the solvent was evaporated under reduced pressure. The resulting residue was purified by column chromatogr... Solvent: CN(C)C=O (DMF). Starting materials: O=C(O)c1ccc(NCC=Cc2ccccc2)cn1, CCO, [H][H], [Na+], [OH-]. Yields the product O=C(O)c1ccc(NCCCc2ccccc2)cn1. As a reaction SMILES: [CH2:1]([CH:2]=[CH:3][c:4]1[cH:5][cH:6][cH:7][cH:8][cH:9]1)[NH:10][c:11]1[cH:12][cH:13][c:14]([C:17](=[O:18])[OH:19])[n:15][cH:16]1.[CH3:24][CH2:25][OH:26].[H:20][H:21].[Na+:23].[OH-:22]>>[CH2:1]([CH2:2][CH2:3][c:4]1[cH:5][cH:6][cH:7][cH:8][cH:9]1)[NH:10][c:11]1[cH:12][cH:13][c:14]([C:17](=[O:18])[OH:19])[n:15][cH:16]1. Reactants: [H-].[Na+] (sodium hydride), N1C(NCC1)=O (imidazolin-2-one), O (water), BrCC1=CC=C(C#N)C=C1 (4-(bromomethyl)benzonitrile). The solvent is CN(C=O)C (dimethylformamide). Run at time 1 hour. The product is O=C1N(CCN1CC1=CC=C(C#N)C=C1)CC1=CC=C(C#N)C=C1 (4,4'-[(2-oxoimidazolin-1,3-diyl)bis(methylene)]-bis(benzonitrile)). As a reaction SMILES: [H-].[Na+].[NH:3]1[CH2:7][CH2:6][NH:5][C:4]1=[O:8].Br[CH2:10][C:11]1[CH:18]=[CH:17][C:14]([C:15]#[N:16])=[CH:13][CH:12]=1.O>CN(C)C=O>[O:8]=[C:4]1[N:5]([CH2:10][C:11]2[CH:18]=[CH:17][C:14]([C:15]#[N:16])=[CH:13][CH:12]=2)[CH2:6][CH2:7][N:3]1[CH2:10][C:11]1[CH:18]=[CH:17][C:14]([C:15]#[N:16])=[CH:13][CH:12]=1 |f:0.1|. Procedure: To sodium hydride (2.4 g, 60 mmol) in dimethylformamide (50 mL) at 0° C. was added imidazolin-2-one (2.6 g, 30 mmol). After stirring for 20 minutes 4-(bromomethyl)benzonitrile (13 g, 66 mmol) was added and the mixture was warmed to ambient temperature. After stirring for 1 hour the reaction was poured into water and a solid formed. The solid was filtered to give 4,4'-[(2-oxoimidazolin-1,3-diyl)bis(methylene)]-bis(benzonitrile). NMR (CDCl3) 7.65 (d,4), 7.4 (d,4), 4.45 (s,4), 3.2 (s,4) ppm. B. In ... Starting materials: ClC=1C=C(C(=O)OO)C=CC1 (m-chloroperoxybenzoic acid), ClC=1C=C(C(=O)OO)C=CC1 (m-chloroperoxybenzoic acid), [Cl-].COC=1C(C=C(OC1)[N+]1=CC=C(C=C1)SC)=O (1-(5-methoxypyran-4-on-2-yl)-4-methylthiopyridinium chloride), FC(C(=O)O)(F)F (trifluoroacetic acid). Solvent: ClCCl (dichloromethane), ClCCl (dichloromethane), ClCCl (dichloromethane). Reaction conditions: time 30 minute. Yields the product [Cl-].COC=1C(C=C(OC1)[N+]1=CC=C(C=C1)S(=O)C)=O (1-(5-methoxypyran-4-on-2-yl)4-methylsulphinylpyridinium chloride). Reaction SMILES: [Cl-].[CH3:2][O:3][C:4]1[C:5](=[O:18])[CH:6]=[C:7]([N+:10]2[CH:15]=[CH:14][C:13]([S:16][CH3:17])=[CH:12][CH:11]=2)[O:8][CH:9]=1.FC(F)(F)C(O)=[O:22].[Cl:26]C1C=C(C=CC=1)C(OO)=O>ClCCl>[Cl-:26].[CH3:2][O:3][C:4]1[C:5](=[O:18])[CH:6]=[C:7]([N+:10]2[CH:11]=[CH:12][C:13]([S:16]([CH3:17])=[O:22])=[CH:14][CH:15]=2)[O:8][CH:9]=1 |f:0.1,5.6|. Procedure details: To a stirred suspension of this pyridinium chloride (1 mmol) in dichloromethane (5 ml) at 0° C. was added sufficient trifluoroacetic acid to give a clear solution. A solution of m-chloroperoxybenzoic acid (1 mmol) in dichloromethane (2 ml) was added over about 1 minute and the mixture was allowed to warm to room temperature. After 30 minutes, further m-chloroperoxybenzoic acid (1 mmol) in dichloromethane (2 ml) was added. After a further 15 minutes the solvent was removed by evaporation under re... Reactants: CC(C)(C)OC(=O)N1CCC(C(O)c2ccc(C(F)(F)F)cc2)CC1, Clc1cccc(Cl)n1, [H-], [Na+], CN(C)C=O. Product: CC(C)(C)OC(=O)N1CCC(C(Oc2cccc(Cl)n2)c2ccc(C(F)(F)F)cc2)CC1. Reaction SMILES: [C:3]([CH3:4])([CH3:5])([CH3:6])[O:7][C:8](=[O:9])[N:10]1[CH2:11][CH2:12][CH:13]([CH:16]([c:17]2[cH:18][cH:19][c:20]([C:23]([F:24])([F:25])[F:26])[cH:21][cH:22]2)[OH:27])[CH2:14][CH2:15]1.[Cl:28][c:29]1[n:30][c:31]([Cl:35])[cH:32][cH:33][cH:34]1.[H-:2].[Na+:1].[O:36]=[CH:37][N:38]([CH3:39])[CH3:40]>>[C:3]([CH3:4])([CH3:5])([CH3:6])[O:7][C:8](=[O:9])[N:10]1[CH2:11][CH2:12][CH:13]([CH:16]([c:17]2[cH:18][cH:19][c:20]([C:23]([F:24])([F:25])[F:26])[cH:21][cH:22]2)[O:27][c:31]2[n:30][c:29]([Cl:28])[cH:34][cH:33][cH:32]2)[CH2:14][CH2:15]1. The reactants are C(C)OC(=O)C1=CC=C(C=C1)N1C(=CC(=C1)C=O)C#N (1-(4-ethoxycarbonylphenyl)-4-formylpyrrole-2-carbonitrile), [BH4-].[Na+] (sodium borohydride). Run in ClCCCl (1,2-dichloroethane). Run at time 1 hour. The product is OCC=1C=C(NC1)C#N (4-hydroxymethylpyrrole-2-carbonitrile). Yield: 142.8%. RXN SMILES: C(OC(C1C=CC([N:12]2[CH:16]=[C:15]([CH:17]=[O:18])[CH:14]=[C:13]2[C:19]#[N:20])=CC=1)=O)C.[BH4-].[Na+]>ClCCCl>[OH:18][CH2:17][C:15]1[CH:14]=[C:13]([C:19]#[N:20])[NH:12][CH:16]=1 |f:1.2|. Reported procedure: To a solution of 1-(4-ethoxycarbonylphenyl)-4-formylpyrrole-2-carbonitrile (2.0 g) in 1,2-dichloroethane (10 ml) was added sodium borohydride (296 mg) in one portion under nitrogen at ambient temperature. The mixture was stirred for one hour at the same temperature and then quenched with aqueous saturated ammonium chloride solution at 5° C. The organic layer was washed with water and brine, dried, and concentrated in vacuo. The residue was purified by silica gel column chromatography eluted by a...